This data is from the Open Reaction Database (ORD), a public repository of structured organic reaction records. The task is: describe an organic reaction: reactants, conditions, products, and yield The product is COC1=CC(C2C3CCC(C12)O3)=O (5-methoxy-10-oxa-tricyclo[5.2.1.0*2,6*]dec-4-en-3-one). As a reaction SMILES: [CH:1]12[O:10][CH:7]([CH2:8][CH2:9]1)[CH:6]1[CH:2]2[C:3](=[O:12])[CH2:4][C:5]1=[O:11].[CH3:13]O>[Na+].Cl[Au-](Cl)(Cl)Cl>[CH3:13][O:12][C:3]1[CH:2]2[CH:6]([CH:7]3[O:10][CH:1]2[CH2:9][CH2:8]3)[C:5](=[O:11])[CH:4]=1 |f:2.3|. Reagents/catalysts: [Na+].Cl[Au-](Cl)(Cl)Cl (sodium tetrachloroaurate). The reactants are C12C3C(CC(C3C(CC1)O2)=O)=O (10-oxa-tricyclo[5.2.1.0*2,6*]decane-3,5-dione), CO (methanol). Conditions: temperature 60 celsius, time 8 hour. Procedure details: To a suspension of 10-oxa-tricyclo[5.2.1.0*2,6*]decane-3,5-dione (9.97 g, 60 mmol) in methanol (200 ml) is added sodium tetrachloroaurate (597 mg, 1.5 mmol) and the reaction mixture is heated to 60° C. for 7 hours. The reaction mixture is allowed to cool down to room temperature and left to stand overnight. The reaction mixture is concentrated under reduced pressure, dissolved in ethyl acetate (200 ml) and washed with aqueous 2N sodium carbonate (100 ml), followed by saturated brine (100 ml). Th... The reactants are C(C)OC(CN1CC2=C(N(C=3C=CC(=CC23)C)CC(C2=CC=NC=C2)O)CC1)=O ([5-(2-hydroxy-2-pyridin-4-yl-ethyl)-8-methyl-1,3,4,5-tetrahydro-pyrido[4,3-b]indol-2-yl]-acetic acid ethyl ester), Cl (HCl). Solvent: C(C)O (ethanol), [OH-].[Na+] (NaOH). Conditions: time 1 hour. Yields the product OC(CN1C2=C(C=3C=C(C=CC13)C)CN(CC2)CC(=O)O)C2=CC=NC=C2 ([5-(2-hydroxy-2-pyridin-4-yl-ethyl)-8-methyl-1,3,4,5-tetrahydro-pyrido[4,3-b]indol-2-yl]-acetic acid). As a reaction SMILES: C([O:3][C:4](=[O:29])[CH2:5][N:6]1[CH2:28][CH2:27][C:9]2[N:10]([CH2:18][CH:19]([OH:26])[C:20]3[CH:25]=[CH:24][N:23]=[CH:22][CH:21]=3)[C:11]3[CH:12]=[CH:13][C:14]([CH3:17])=[CH:15][C:16]=3[C:8]=2[CH2:7]1)C.Cl>C(O)C.[OH-].[Na+]>[OH:26][CH:19]([C:20]1[CH:21]=[CH:22][N:23]=[CH:24][CH:25]=1)[CH2:18][N:10]1[C:11]2[CH:12]=[CH:13][C:14]([CH3:17])=[CH:15][C:16]=2[C:8]2[CH2:7][N:6]([CH2:5][C:4]([OH:29])=[O:3])[CH2:28][CH2:27][C:9]1=2 |f:3.4|. Procedure details: To a solution of 2-(8-methyl-1,2,3,4-tetrahydro-pyrido[4,3-b]indol-5-yl)-1-pyridin-4-yl-ethanol (200 mg, 0.651 mmol) in acetonitrile (4 mL), potassium carbonate (270 mg, 1.953 mmol) and bromo-acetic acid ethyl ester (163 mg, 0.977 mmol) were added and the reaction mixture was stirred at RT for 1 h. The progress of reaction was monitored by TLC and LCMS. The reaction mixture was diluted with water (10 mL) and extracted with EtOAc (3×30 mL). The combined organic layer was dried over anhydrous sodi... Starting materials: ClC1=C(C=CC(=C1)Cl)C=1N=C(C(=NC1CC)N[C@H]1[C@H](CC2=CC=CC=C12)O)CC ((1R,2S)-1-{[5-(2,4-dichlorophenyl)-3,6-diethylpyrazin-2-yl]amino}-2,3-dihydro-1H-inden-2-ol), BrC=1N=C(C(=NC1C)NC1CCC2=CC=CC=C12)C (5-bromo-N-(2,3-dihydro-1H-inden-1-yl)-3,6-dimethylpyrazin-2-amine). Product: ClC1=C(C=CC(=C1)Cl)C=1N=C(C(=NC1C)NC1CCC2=CC=CC=C12)C (5-(2,4-dichlorophenyl)-N-(2,3-dihydro-1H-inden-1-yl)-3,6-dimethylpyrazin-2-amine). As a reaction SMILES: [Cl:1][C:2]1[CH:7]=[C:6]([Cl:8])[CH:5]=[CH:4][C:3]=1[C:9]1[N:10]=[C:11]([CH2:28]C)[C:12]([NH:17][C@@H:18]2[C:26]3[C:21](=[CH:22][CH:23]=[CH:24][CH:25]=3)[CH2:20][C@@H:19]2O)=[N:13][C:14]=1[CH2:15]C.BrC1N=C(C)C(NC2C3C(=CC=CC=3)CC2)=NC=1C>>[Cl:1][C:2]1[CH:7]=[C:6]([Cl:8])[CH:5]=[CH:4][C:3]=1[C:9]1[N:10]=[C:11]([CH3:28])[C:12]([NH:17][CH:18]2[C:26]3[C:21](=[CH:22][CH:23]=[CH:24][CH:25]=3)[CH2:20][CH2:19]2)=[N:13][C:14]=1[CH3:15]. Procedure details: Following the procedure for the preparation of (1R,2S)-1-{[5-(2,4-dichlorophenyl)-3,6-diethylpyrazin-2-yl]amino}-2,3-dihydro-1H-inden-2-ol but substituting 5-bromo-N-(2,3-dihydro-1H-inden-1-yl)-3,6-dimethylpyrazin-2-amine and making non-critical variations provided the title compound as a oil: 1H NMR (CDCl3) δ 1.94, 2.29, 2.39, 2.80, 2.96, 3.08, 4.64, 5.83, 7.33, 7.51; MS (ESI+) for C21H19Cl2N3 m/z 385.30 (M+H)+.